Dataset: the Open Reaction Database (ORD), a public repository of structured organic reaction records. Task: describe an organic reaction: reactants, conditions, products, and yield Yields the product CN(Cc1ccc(Oc2ccc(Br)cc2)cc1)CC1CCCN1C(=O)OC(C)(C)C. Reactants: CC(C)(C)OC(=O)N1CCCC1CNCc1ccc(Oc2ccc(Br)cc2)cc1, CC(=O)O[BH-](OC(C)=O)OC(C)=O, O=C([O-])O, C=O, CC(=O)O, CC(Cl)Cl, [Na+], [Na+]. RXN SMILES: [Br:1][c:2]1[cH:3][cH:4][c:5]([O:6][c:7]2[cH:8][cH:9][c:10]([CH2:13][NH:14][CH2:15][CH:16]3[N:17]([C:21](=[O:22])[O:23][C:24]([CH3:25])([CH3:26])[CH3:27])[CH2:18][CH2:19][CH2:20]3)[cH:11][cH:12]2)[cH:28][cH:29]1.[C:36]([O:37][BH-:38]([O:39][C:40](=[O:41])[CH3:42])[O:43][C:44](=[O:45])[CH3:46])(=[O:47])[CH3:48].[C:50](=[O:51])([OH:52])[O-:53].[CH2:34]=[O:35].[CH3:30][C:31](=[O:32])[OH:33].[Cl:55][CH:56]([Cl:57])[CH3:58].[Na+:49].[Na+:54]>>[Br:1][c:2]1[cH:3][cH:4][c:5]([O:6][c:7]2[cH:8][cH:9][c:10]([CH2:13][N:14]([CH2:15][CH:16]3[N:17]([C:21](=[O:22])[O:23][C:24]([CH3:25])([CH3:26])[CH3:27])[CH2:18][CH2:19][CH2:20]3)[CH3:30])[cH:11][cH:12]2)[cH:28][cH:29]1. The reactants are ClC1=CC2=C(OCOC2)C(=C1)C(=O)C=1N=CN(C1)C(C1=CC=CC=C1)(C1=CC=CC=C1)C1=CC=CC=C1 ((6-chloro-4H-1,3-benzodioxin-8-yl)(1-triphenylmethyl-1H-imidazol-4-yl)ketone), O (water), C[Mg]I (methyl magnesium iodide), [Cl-].[NH4+] (ammonium chloride). The solvent is C(C)OCC (diethyl ether), O1CCCC1 (tetrahydrofuran). Conditions: temperature 40 celsius. Product: ClC1=CC2=C(OCOC2)C(=C1)C(O)(C=1N=CN(C1)C(C1=CC=CC=C1)(C1=CC=CC=C1)C1=CC=CC=C1)C (alpha-(6-chloro-4H-1,3-benzodioxin-8-yl)-alpha-methyl-1-triphenylmethyl-1H-imidazole-4-methanol). Yield: 79.8%. Reaction SMILES: [CH3:1][Mg]I.[Cl:4][C:5]1[CH:14]=[C:13]([C:15]([C:17]2[N:18]=[CH:19][N:20]([C:22]([C:35]3[CH:40]=[CH:39][CH:38]=[CH:37][CH:36]=3)([C:29]3[CH:34]=[CH:33][CH:32]=[CH:31][CH:30]=3)[C:23]3[CH:28]=[CH:27][CH:26]=[CH:25][CH:24]=3)[CH:21]=2)=[O:16])[C:8]2[O:9][CH2:10][O:11][CH2:12][C:7]=2[CH:6]=1.[Cl-].[NH4+].O>C(OCC)C.O1CCCC1>[Cl:4][C:5]1[CH:14]=[C:13]([C:15]([CH3:1])([C:17]2[N:18]=[CH:19][N:20]([C:22]([C:35]3[CH:40]=[CH:39][CH:38]=[CH:37][CH:36]=3)([C:29]3[CH:30]=[CH:31][CH:32]=[CH:33][CH:34]=3)[C:23]3[CH:28]=[CH:27][CH:26]=[CH:25][CH:24]=3)[CH:21]=2)[OH:16])[C:8]2[O:9][CH2:10][O:11][CH2:12][C:7]=2[CH:6]=1 |f:2.3|. Procedure: A suspension of 0.148 mole of methyl magnesium iodide in 150 ml of diethyl ether at a temperature of 30° C., is added at ambient temperature to 17.3 g (0.033 mole) of (6-chloro-4H-1,3-benzodioxin-8-yl)(1-triphenylmethyl-1H-imidazol-4-yl)ketone dissolved in 200 ml of tetrahydrofuran. The temperature of the reaction mixture increases to 40° C. When the addition is complete, stirring is maintained for 1 hour at ambient temperature. There is then added 8 g of ammonium chloride and stirring is contin...